Dataset: the Open Reaction Database (ORD), a public repository of structured organic reaction records. Task: describe an organic reaction: reactants, conditions, products, and yield Reactants: ClC1=CC=C(C=C1)NC(C=1C=C(C(=O)N)C=CC1OC)=O (3-N-(4-chlorophenyl)-4-methoxyisophthalamide), BrCC#CC (1-bromo-2-butyne). Product: C(C#CC)OC1=C(C=C(C(=O)N)C=C1)C(=O)NC1=CC=C(C=C1)Cl (4-(2-butynyloxy)-3-N-(4-chlorophenyl)-isophthalamide). As a reaction SMILES: [Cl:1][C:2]1[CH:7]=[CH:6][C:5]([NH:8][C:9](=[O:21])[C:10]2[CH:11]=[C:12]([CH:16]=[CH:17][C:18]=2[O:19][CH3:20])[C:13]([NH2:15])=[O:14])=[CH:4][CH:3]=1.Br[CH2:23][C:24]#[C:25]C>>[CH2:20]([O:19][C:18]1[CH:17]=[CH:16][C:12]([C:13]([NH2:15])=[O:14])=[CH:11][C:10]=1[C:9]([NH:8][C:5]1[CH:6]=[CH:7][C:2]([Cl:1])=[CH:3][CH:4]=1)=[O:21])[C:23]#[C:24][CH3:25]. Procedure: The captioned compound was synthesized from 3-N-(4-chlorophenyl)-4-methoxyisophthalamide and 1-bromo-2-butyne by the same procedure as in the manufacturing method described in Example 1-1-2. Reactants: C(CC)C(C(=O)O)CCC (2-propylpentanoic acid), Cl[Si](C)(C)C (chlorotrimethylsilane), 1,1-carbonyldiimidazole, FC1([C@@H](O[C@@H]([C@H]1O)CO)N1C(=O)N=C(N)C=C1)F (2′,2′-difluoro-2′-deoxycytidine), C(C)O (ethanol). Solvent: C(C)#N (acetonitrile), O (water), N1=CC=CC=C1 (pyridine), N1=CC=CC=C1 (pyridine), C(C)#N (acetonitrile). Reaction conditions: temperature 0 celsius. Yields the product FC1([C@@H](O[C@@H]([C@H]1O)CO)N1C(N=C(C=C1)NC(C(CCC)CCC)=O)=O)F (1-(2,2-difluoro-2-deoxy-β-D-ribofuranosyl)-4-(2-propyl-1-oxopentyl)aminopyrimidin-2-one), foam. Isolated yield 77.0%. RXN SMILES: [F:1][C:2]1([F:18])[C@H:6]([OH:7])[C@@H:5]([CH2:8][OH:9])[O:4][C@H:3]1[N:10]1[CH:17]=[CH:16][C:14]([NH2:15])=[N:13][C:11]1=[O:12].Cl[Si](C)(C)C.[CH2:24]([CH:27]([CH2:31][CH2:32][CH3:33])[C:28](O)=[O:29])[CH2:25][CH3:26].C(O)C>N1C=CC=CC=1.C(#N)C.O>[F:18][C:2]1([F:1])[C@H:6]([OH:7])[C@@H:5]([CH2:8][OH:9])[O:4][C@H:3]1[N:10]1[CH:17]=[CH:16][C:14]([NH:15][C:28](=[O:29])[CH:27]([CH2:31][CH2:32][CH3:33])[CH2:24][CH2:25][CH3:26])=[N:13][C:11]1=[O:12]. Procedure: Dissolve 2′,2′-difluoro-2′-deoxycytidine (10.0 g, 38.0 mmol) in anhydrous pyridine (100 mL) and cool to 0° C. while stirring under nitrogen. Add chlorotrimethylsilane (24.0 mL, 190.0 mmol) dropwise, maintaining an internal temperature <5° C. Continue stirring at 0° C. for 2 hours. In a separate flask, dissolve 2-propylpentanoic acid (6.0 g, 41.8 mmol) in anhydrous acetonitrile (100 mL). Add 1,1-carbonyldiimidazole (6.8 g, 41.8 mmol) in small portions over 30 minutes and stir for 2 hours. Add thi... Reactants: O (water), OC=1C=C(C=CC1OC)C=1OC=C(N1)CCC(=O)C1=NC=CC=C1C (3-[2-(3-hydroxy-4-methoxy phenyl)oxazol-4-yl]-1-(3-methylpyridin-2-yl)propan-1-one), C([O-])([O-])=O.[K+].[K+] (potassium carbonate), FC(CI)(F)F (1,1,1-trifluoro-2-iodoethane). Solvent: CN(C=O)C (dimethylformamide). Reaction conditions: temperature 80 celsius. Yields the product COC1=C(C=C(C=C1)C=1OC=C(N1)CCC(=O)C1=NC=CC=C1C)OCC(F)(F)F (3-{2-[4-methoxy-3-(2,2,2-trifluoroethoxy)phenyl]oxazol-4-yl}-1-(3-methylpyridin-2-yl)propan-1-one). Reaction SMILES: [OH:1][C:2]1[CH:3]=[C:4]([C:10]2[O:11][CH:12]=[C:13]([CH2:15][CH2:16][C:17]([C:19]3[C:24]([CH3:25])=[CH:23][CH:22]=[CH:21][N:20]=3)=[O:18])[N:14]=2)[CH:5]=[CH:6][C:7]=1[O:8][CH3:9].C(=O)([O-])[O-].[K+].[K+].[F:32][C:33]([F:37])([F:36])[CH2:34]I.O>CN(C)C=O>[CH3:9][O:8][C:7]1[CH:6]=[CH:5][C:4]([C:10]2[O:11][CH:12]=[C:13]([CH2:15][CH2:16][C:17]([C:19]3[C:24]([CH3:25])=[CH:23][CH:22]=[CH:21][N:20]=3)=[O:18])[N:14]=2)=[CH:3][C:2]=1[O:1][CH2:34][C:33]([F:37])([F:36])[F:32] |f:1.2.3|. Reported procedure: A 0.23 g quantity of 3-[2-(3-hydroxy-4-methoxyphenyl)oxazol-4-yl]-1-(3-methylpyridin-2-yl)propan-1-one obtained in Example 136 and 0.28 g of potassium carbonate were dissolved in 5 ml of dimethylformamide. A 0.29 g quantity of 1,1,1-trifluoro-2-iodoethane was added thereto, and the mixture was stirred with heating at 80° C. overnight. The reaction mixture was allowed to cool, water was then added thereto, and extraction was performed with ethyl acetate. After washing with water twice, the organi... As a reaction SMILES: [F:1][C:2]([C:3](=[C:4]([C:5]([C:6]([F:7])([F:8])[F:9])([C:10]([F:11])([F:12])[F:13])[F:14])[C:15]([C:16]([F:17])([F:18])[F:19])([C:20]([F:21])([F:22])[F:23])[F:24])[F:25])([F:26])[F:27].[OH2:35].[c:28]1([Li:34])[cH:29][cH:30][cH:31][cH:32][cH:33]1>>[F:1][C:2]([C:3](=[C:4]([C:5]([C:6]([F:7])([F:8])[F:9])([C:10]([F:11])([F:12])[F:13])[F:14])[C:15]([C:16]([F:17])([F:18])[F:19])([C:20]([F:21])([F:22])[F:23])[F:24])[c:28]1[cH:29][cH:30][cH:31][cH:32][cH:33]1)([F:26])[F:27]. The reactants are FC(=C(C(F)(C(F)(F)F)C(F)(F)F)C(F)(C(F)(F)F)C(F)(F)F)C(F)(F)F, O, [Li]c1ccccc1. Product: FC(F)(F)C(=C(C(F)(C(F)(F)F)C(F)(F)F)C(F)(C(F)(F)F)C(F)(F)F)c1ccccc1. Reaction SMILES: Cl.C([O:4][C:5](=[O:19])[CH:6]([NH:15][CH:16]([CH3:18])[CH3:17])/[CH:7]=[C:8](\[CH3:14])/[CH2:9][P:10]([OH:13])([OH:12])=[O:11])C>O>[CH:16]([NH:15][CH:6](/[CH:7]=[C:8](\[CH3:14])/[CH2:9][P:10]([OH:13])([OH:12])=[O:11])[C:5]([OH:19])=[O:4])([CH3:18])[CH3:17] |f:0.1|. Reactants: Cl.C(C)OC(C(\C=C(\CP(=O)(O)O)/C)NC(C)C)=O (E-2-isopropylamino-4-methyl-5-phosphono-3-pentenoicacid ethyl ester hydrochloride). Run in O (water). Product: C(C)(C)NC(C(=O)O)\C=C(\CP(=O)(O)O)/C (E-2-isopropylamino-4-methyl-5-phosphono-3-pentenoic acid). Procedure: A solution of 1.20 g of E-2-isopropylamino-4-methyl-5-phosphono-3-pentenoicacid ethyl ester hydrochloride in 7 ml of water is stirred under reflux for20 hours. The reaction mixture is concentrated to dryness by evaporation invacuo. Ethanol is added to the residue, and the mixture is again concentrated by evaporation. This process is repeated twice more. The residue is dissolved in 25 ml of ethanol, a total of 5 ml of propylene oxide is added dropwise thereto with stirring, and the whole is conce... Starting materials: ClC1=CC=C(C=C1)C1=NC(=NC(=C1)C(F)(F)F)C1=CC(=NC=C1)Cl (4-(4-chloro-phenyl)-2-(2-chloro-pyridin-4-yl)-6-trifluoromethyl-pyrimidine), C(C)(C)(C)NS(=O)(=O)C=1C=C(C=CC1)B(O)O (3-(tert.-butylsulfamoyl)-phenylboronic acid). Product: C(C)(C)(C)NS(=O)(=O)C1=CC(=CC=C1)C1=NC=CC(=C1)C1=NC(=CC(=N1)C1=CC=C(C=C1)Cl)C(F)(F)F (3-{4-[4-(4-Chloro-phenyl)-6-trifluoromethyl-pyrimidin-2-yl]-pyridin-2-yl}-benzenesulfonic acid tert-butylamide), solid. Reaction SMILES: [Cl:1][C:2]1[CH:7]=[CH:6][C:5]([C:8]2[CH:13]=[C:12]([C:14]([F:17])([F:16])[F:15])[N:11]=[C:10]([C:18]3[CH:23]=[CH:22][N:21]=[C:20](Cl)[CH:19]=3)[N:9]=2)=[CH:4][CH:3]=1.[C:25]([NH:29][S:30]([C:33]1[CH:34]=[C:35](B(O)O)[CH:36]=[CH:37][CH:38]=1)(=[O:32])=[O:31])([CH3:28])([CH3:27])[CH3:26]>>[C:25]([NH:29][S:30]([C:33]1[CH:34]=[CH:35][CH:36]=[C:37]([C:20]2[CH:19]=[C:18]([C:10]3[N:9]=[C:8]([C:5]4[CH:4]=[CH:3][C:2]([Cl:1])=[CH:7][CH:6]=4)[CH:13]=[C:12]([C:14]([F:17])([F:16])[F:15])[N:11]=3)[CH:23]=[CH:22][N:21]=2)[CH:38]=1)(=[O:32])=[O:31])([CH3:28])([CH3:26])[CH3:27]. Reported procedure: 3-{4-[4-(4-Chloro-phenyl)-6-trifluoromethyl-pyrimidin-2-yl]-pyridin-2-yl}-benzenesulfonic acid tert-butylamide was prepared from 4-(4-chloro-phenyl)-2-(2-chloro-pyridin-4-yl)-6-trifluoromethyl-pyrimidine (example E.5) (0.37 g, 1.0 mmol) and commercially available 3-(tert.-butylsulfamoyl)-phenylboronic acid (0.31 g, 1.2 mmol) according to the general procedure VI. Obtained as a light brown solid (0.41 g), which was subsequently deprotected.